Dataset: the Open Reaction Database (ORD), a public repository of structured organic reaction records. Task: describe an organic reaction: reactants, conditions, products, and yield The reactants are C(CO)O (ethylene glycol), C(C(O)C)(=O)O (Lactic acid), [OH-].[Na+] (NaOH), CC([O-])C.CC([O-])C.CC([O-])C.CC([O-])C.[Ti+4] (Titanium tetraisopropoxide). The solvent is O (water). Run at temperature 70 celsius, time 1 hour. The product is [Na+].C(C(O)C)(=O)[O-].[Ti+4].C(C(O)C)(=O)[O-].C(C(O)C)(=O)[O-].C(C(O)C)(=O)[O-].C(C(O)C)(=O)[O-] (titanium lactate sodium). RXN SMILES: [C:1]([OH:6])(=[O:5])[CH:2]([CH3:4])[OH:3].CC(C)[O-].CC(C)[O-].CC(C)[O-].CC(C)[O-].[Ti+4:23].[OH-].[Na+:25].C(O)CO>O>[Na+:25].[C:1]([O-:6])(=[O:5])[CH:2]([CH3:4])[OH:3].[Ti+4:23].[C:1]([O-:6])(=[O:5])[CH:2]([CH3:4])[OH:3].[C:1]([O-:6])(=[O:5])[CH:2]([CH3:4])[OH:3].[C:1]([O-:6])(=[O:5])[CH:2]([CH3:4])[OH:3].[C:1]([O-:6])(=[O:5])[CH:2]([CH3:4])[OH:3] |f:1.2.3.4.5,6.7,10.11.12.13.14.15.16|. Reported procedure: Lactic acid (226.8 g, 2.52 mol) was dissolved in hot water (371 g) in a flask of 3 L having an agitator, a condenser and a thermometer. Titanium tetraisopropoxide (285 g, 1.00 mol) was slowly added to this solution being agitated, from a drop funnel. This mixture was heated and circulated for one hour to prepare a cloud solution, and by this, isopropanol/water mixture was distilled under a pressure-reduced condition. The product was cooled down to a temperature lower than 70° C., and then, aqueo... Starting materials: C, CCO, O=C(N1CCN(Cc2ccccc2)CC12CC2)C(F)(F)F, CCO, Cl, [H][H], [Pd]. Yields the product Cl, O=C(N1CCNCC12CC2)C(F)(F)F. Reaction SMILES: [C:28].[CH2:1]([OH:2])[CH3:3].[CH2:5]([c:6]1[cH:7][cH:8][cH:9][cH:10][cH:11]1)[N:12]1[CH2:13][CH2:14][N:15]([C:20]([C:21]([F:22])([F:23])[F:24])=[O:25])[C:16]2([CH2:17][CH2:18]2)[CH2:19]1.[CH3:30][CH2:31][OH:32].[ClH:4].[H:26][H:27].[Pd:29]>>[ClH:4].[NH:12]1[CH2:13][CH2:14][N:15]([C:20]([C:21]([F:22])([F:23])[F:24])=[O:25])[C:16]2([CH2:17][CH2:18]2)[CH2:19]1.